Dataset: the Open Reaction Database (ORD), a public repository of structured organic reaction records. Task: describe an organic reaction: reactants, conditions, products, and yield The reactants are [Br-], C1CCOC1, COc1ccc2c(C(=O)c3ccc(OCCN4CCCCC4)cc3)c(N(C)C)sc2c1, [Mg+]c1ccccc1C1OCCO1. The product is COc1ccc2c(C(=O)c3ccc(OCCN4CCCCC4)cc3)c(-c3ccccc3C3OCCO3)sc2c1. As a reaction SMILES: [Br-:1].[CH2:45]1[O:46][CH2:47][CH2:48][CH2:49]1.[CH3:14][N:15]([c:16]1[c:17]([C:27](=[O:28])[c:29]2[cH:30][cH:31][c:32]([O:35][CH2:36][CH2:37][N:38]3[CH2:39][CH2:40][CH2:41][CH2:42][CH2:43]3)[cH:33][cH:34]2)[c:18]2[c:19]([s:20]1)[cH:21][c:22]([O:25][CH3:26])[cH:23][cH:24]2)[CH3:44].[O:2]1[CH:3]([c:7]2[c:8]([Mg+:13])[cH:9][cH:10][cH:11][cH:12]2)[O:4][CH2:5][CH2:6]1>>[O:2]1[CH:3]([c:7]2[c:8](-[c:16]3[c:17]([C:27](=[O:28])[c:29]4[cH:30][cH:31][c:32]([O:35][CH2:36][CH2:37][N:38]5[CH2:39][CH2:40][CH2:41][CH2:42][CH2:43]5)[cH:33][cH:34]4)[c:18]4[c:19]([s:20]3)[cH:21][c:22]([O:25][CH3:26])[cH:23][cH:24]4)[cH:9][cH:10][cH:11][cH:12]2)[O:4][CH2:5][CH2:6]1. The reactants are IC1CCCC1 (Iodocyclopentane), C([O-])([O-])=O.[K+].[K+] (potassium carbonate), C1(CCCC1)NCCNC(OC(C)(C)C)=O (tert-butyl 2-[cyclopentylamino]ethylcarbamate). Solvent: N′,N′-dimethylformamide. Run at temperature 60 celsius, time 72 hour. The product is N (ammonia), C1(CCCC1)N(CCNC(OC(C)(C)C)=O)C1CCCC1 (tert-Butyl 2-(dicyclopentylamino)ethylcarbamate). The yield is 6.5%. RXN SMILES: I[CH:2]1[CH2:6][CH2:5][CH2:4][CH2:3]1.C(=O)([O-])[O-].[K+].[K+].[CH:13]1([NH:18][CH2:19][CH2:20][NH:21][C:22](=[O:28])[O:23][C:24]([CH3:27])([CH3:26])[CH3:25])[CH2:17][CH2:16][CH2:15][CH2:14]1>>[NH3:18].[CH:2]1([N:18]([CH:13]2[CH2:14][CH2:15][CH2:16][CH2:17]2)[CH2:19][CH2:20][NH:21][C:22](=[O:28])[O:23][C:24]([CH3:27])([CH3:26])[CH3:25])[CH2:6][CH2:5][CH2:4][CH2:3]1 |f:1.2.3|. Reported procedure: Iodocyclopentane (1.68 g, 8.6 mmol) was added to a suspension of potassium carbonate (1.8 g, 13.2 mmol) and tert-butyl 2-[cyclopentylamino]ethylcarbamate (1.5 g, 6.6 mmol) (Preparation 53) in N′,N′-dimethylformamide (10 ml). The reaction mixture was stirred at 60° C. for 72 hours. The reaction mixture was allowed to cool and was then partitioned between ethyl acetate (50 ml) and water (50 ml). The ethyl acetate layer was washed with brine (30 ml) and dried over anhydrous magnesium sulphate. The ... Reactants: CCn1cc(C(=O)O)c(=O)c2cc(F)c(F)cc21, C1CNC(C2CC2)CN1, c1ccncc1. Product: CCn1cc(C(=O)O)c(=O)c2cc(F)c(N3CCNC(C4CC4)C3)cc21. RXN SMILES: [CH2:1]([CH3:2])[n:3]1[cH:4][c:5]([C:16](=[O:17])[OH:18])[c:6](=[O:15])[c:7]2[cH:8][c:9]([F:14])[c:10]([F:13])[cH:11][c:12]12.[CH:19]1([CH:22]2[CH2:23][NH:24][CH2:25][CH2:26][NH:27]2)[CH2:20][CH2:21]1.[cH:28]1[cH:29][cH:30][n:31][cH:32][cH:33]1>>[CH2:1]([CH3:2])[n:3]1[cH:4][c:5]([C:16](=[O:17])[OH:18])[c:6](=[O:15])[c:7]2[cH:8][c:9]([F:14])[c:10]([N:24]3[CH2:23][CH:22]([CH:19]4[CH2:20][CH2:21]4)[NH:27][CH2:26][CH2:25]3)[cH:11][c:12]12. Reactants: CC(=O)O, [Fe], CC1COCCN1CC1CN(S(=O)(=O)c2ccc([N+](=O)[O-])s2)CCN1c1ccc(C(O)(C(F)(F)F)C(F)(F)F)cc1, [Na+], O=C([O-])O. Yields the product CC1COCCN1CC1CN(S(=O)(=O)c2ccc(N)s2)CCN1c1ccc(C(O)(C(F)(F)F)C(F)(F)F)cc1. RXN SMILES: [CH3:48][C:49](=[O:50])[OH:51].[Fe:47].[N+:1]([O-:2])(=[O:3])[c:4]1[cH:5][cH:6][c:7]([S:9](=[O:10])(=[O:11])[N:12]2[CH2:13][CH:14]([CH2:34][N:35]3[CH:36]([CH3:41])[CH2:37][O:38][CH2:39][CH2:40]3)[N:15]([c:18]3[cH:19][cH:20][c:21]([C:24]([C:25]([F:26])([F:27])[F:28])([C:29]([F:30])([F:31])[F:32])[OH:33])[cH:22][cH:23]3)[CH2:16][CH2:17]2)[s:8]1.[Na+:46].[O-:42][C:43]([OH:44])=[O:45]>>[NH2:1][c:4]1[cH:5][cH:6][c:7]([S:9](=[O:10])(=[O:11])[N:12]2[CH2:13][CH:14]([CH2:34][N:35]3[CH:36]([CH3:41])[CH2:37][O:38][CH2:39][CH2:40]3)[N:15]([c:18]3[cH:19][cH:20][c:21]([C:24]([C:25]([F:26])([F:27])[F:28])([C:29]([F:30])([F:31])[F:32])[OH:33])[cH:22][cH:23]3)[CH2:16][CH2:17]2)[s:8]1. Starting materials: COC(=O)CC(C(=O)OC(C)(C)C)=C(O)C(=O)N(CC=Cc1ccccc1)C(C)C(Cc1ccc(C(=O)Nc2ccccc2)o1)c1ccc2c(c1)OCO2, Cl, [Na+], C1CCOC1, [OH-], O. The product is CC(C(Cc1ccc(C(=O)Nc2ccccc2)o1)c1ccc2c(c1)OCO2)N(CC=Cc1ccccc1)C(=O)C(O)=C(CC(=O)O)C(=O)OC(C)(C)C. As a reaction SMILES: [C:1]([CH3:2])([CH3:3])([CH3:4])[O:5][C:6](=[O:7])[C:8]([CH2:9][C:10](=[O:11])[O:12][CH3:13])=[C:14]([C:15]([N:16]([CH2:17][CH:18]=[CH:19][c:20]1[cH:21][cH:22][cH:23][cH:24][cH:25]1)[CH:26]([CH:27]([CH2:28][c:29]1[o:30][c:31]([C:34]([NH:35][c:36]2[cH:37][cH:38][cH:39][cH:40][cH:41]2)=[O:42])[cH:32][cH:33]1)[c:43]1[cH:44][c:45]2[c:46]([cH:47][cH:48]1)[O:49][CH2:50][O:51]2)[CH3:52])=[O:53])[OH:54].[ClH:57].[Na+:56].[O:58]1[CH2:59][CH2:60][CH2:61][CH2:62]1.[OH-:55].[OH2:63]>>[C:1]([CH3:2])([CH3:3])([CH3:4])[O:5][C:6](=[O:7])[C:8]([CH2:9][C:10](=[O:11])[OH:12])=[C:14]([C:15]([N:16]([CH2:17][CH:18]=[CH:19][c:20]1[cH:21][cH:22][cH:23][cH:24][cH:25]1)[CH:26]([CH:27]([CH2:28][c:29]1[o:30][c:31]([C:34]([NH:35][c:36]2[cH:37][cH:38][cH:39][cH:40][cH:41]2)=[O:42])[cH:32][cH:33]1)[c:43]1[cH:44][c:45]2[c:46]([cH:47][cH:48]1)[O:49][CH2:50][O:51]2)[CH3:52])=[O:53])[OH:54]. Starting materials: C(C)C1=CC=C(C=C1)C (para-ethyltoluene), C=C (ethylene). Run in C1(=CC=CC=C1)C (toluene), C1(=CC=CC=C1)C (toluene), ethyltoluenes, C1(=CC=CC=C1)C (toluene). Product: C(C)C1=C(C=CC=C1)C (ethyltoluene). As a reaction SMILES: [CH2:1]([C:3]1[CH:8]=[CH:7][C:6](C)=[CH:5][CH:4]=1)[CH3:2].[CH2:10]=C>C1(C)C=CC=CC=1>[CH2:1]([C:3]1[CH:4]=[CH:5][CH:6]=[CH:7][C:8]=1[CH3:10])[CH3:2]. Reported procedure: Data from these analyses are combined by computer program to give an overall material-balanced run result. Especially noted is the proportion of para-ethyltoluene in ethyltoluenes, PET/ET, and the ratio of toluene converted to theoretical toluene conversion if all ethylene fed reacted stoichiometrically with toluene to give ethyltoluene. RXN SMILES: [CH2:55]([Cl:56])[Cl:57].[CH3:1][N:2]([CH2:3][CH2:4][N:5]1[CH2:6][CH2:7][N:8]([C:11]([O:12][C:13]([CH3:14])([CH3:15])[CH3:16])=[O:17])[CH2:9][CH2:10]1)[CH2:18][C:19]1([CH3:30])[CH2:20][n:21]2[c:22]([n:24][c:25]([N+:27](=[O:28])[O-:29])[cH:26]2)[O:23]1.[CH3:58][C:59](=[O:60])[OH:61].[F:38][C:39]([c:40]1[cH:41][cH:42][c:43]([CH:44]=[O:45])[cH:46][cH:47]1)([F:48])[F:49].[Na+:50].[OH:31][C:32]([C:33]([F:34])([F:35])[F:36])=[O:37].[OH:51][C:52](=[O:53])[O-:54]>>[CH3:1][N:2]([CH2:3][CH2:4][N:5]1[CH2:6][CH2:7][N:8]([CH2:11][c:43]2[cH:42][cH:41][c:40]([C:39]([F:38])([F:48])[F:49])[cH:47][cH:46]2)[CH2:9][CH2:10]1)[CH2:18][C:19]1([CH3:30])[CH2:20][n:21]2[c:22]([n:24][c:25]([N+:27](=[O:28])[O-:29])[cH:26]2)[O:23]1. The reactants are ClCCl, CN(CCN1CCN(C(=O)OC(C)(C)C)CC1)CC1(C)Cn2cc([N+](=O)[O-])nc2O1, CC(=O)O, O=Cc1ccc(C(F)(F)F)cc1, [Na+], O=C(O)C(F)(F)F, O=C([O-])O. Yields the product CN(CCN1CCN(Cc2ccc(C(F)(F)F)cc2)CC1)CC1(C)Cn2cc([N+](=O)[O-])nc2O1. Reactants: C1(=CC=CC=C1)CCCN1CCN(CC1)C(=O)CNC(=O)C1=CC2=CN=C3C=CC=C(S1)N32 (N-[4-(3-phenylpropan-1-yl)piperazin-1-ylcarbonylmethyl]-5-thia-1,8b-diazaacenaphthylene-4-carboxamide), Cl (hydrochloric acid). Run in C(C)O (ethanol). Yields the product Cl.Cl.C1(=CC=CC=C1)CCCN1CCN(CC1)C(=O)CNC(=O)C1=CC2=CN=C3C=CC=C(S1)N32 (N-[4-(3-phenylpropan-1-yl)piperazin-1-ylcarbonylmethyl]-5-thia-1,8b-diazaacenaphthylene-4-carboxamide dihydrochloride). Reaction SMILES: [C:1]1([CH2:7][CH2:8][CH2:9][N:10]2[CH2:15][CH2:14][N:13]([C:16]([CH2:18][NH:19][C:20]([C:22]3[S:32][C:31]4[N:33]5[C:24](=[CH:25][N:26]=[C:27]5[CH:28]=[CH:29][CH:30]=4)[CH:23]=3)=[O:21])=[O:17])[CH2:12][CH2:11]2)[CH:6]=[CH:5][CH:4]=[CH:3][CH:2]=1.[ClH:34]>C(O)C>[ClH:34].[ClH:34].[C:1]1([CH2:7][CH2:8][CH2:9][N:10]2[CH2:11][CH2:12][N:13]([C:16]([CH2:18][NH:19][C:20]([C:22]3[S:32][C:31]4[N:33]5[C:24](=[CH:25][N:26]=[C:27]5[CH:28]=[CH:29][CH:30]=4)[CH:23]=3)=[O:21])=[O:17])[CH2:14][CH2:15]2)[CH:2]=[CH:3][CH:4]=[CH:5][CH:6]=1 |f:3.4.5|. Procedure details: To a solution of 1.306 g (2.83 mmol.) of N-[4-(3-phenylpropan-1-yl)piperazin-1-ylcarbonylmethyl]-5-thia-1,8b-diazaacenaphthylene-4-carboxamide in ethanol (10 ml) was added, at room temperature, 1.5 ml (18 mmol.) of 12N hydrochloric acid. The mixture was stirred for several minutes, which was concentrated under reduced pressure. To the resulting crystals were added ethanol and diethyl ether. The crystals were collected by filtration, which were washed with ether and diethyl ether to afford the ob... Reactants: COC(=O)C1=CC=2CC[C@H]3[C@@H]4CC[C@@H]([C@@]4(C)CC[C@@H]3C2C=C1)C(=O)C1CCCCC1 (methyl-17β-cyclohexylcarbonyl-estra-1,3,5(10)-triene-3-carboxylate), C(=O)([O-])[O-].[K+].[K+] (K2CO3), O (water), CO (methanol). The solvent is C(C)(=O)OCC (ethyl acetate). Yields the product C1(CCCCC1)C(=O)[C@@H]1[C@]2(C)[C@@H](CC1)[C@@H]1CCC=3C=C(C=CC3[C@H]1CC2)C(=O)O (17β-Cyclohexylcarbonyl-estra-1,3,5(10)-triene-3-carboxylic Acid). Yield: 8200.0%. RXN SMILES: C[O:2][C:3]([C:5]1[CH:22]=[CH:21][C:20]2[C@@H:19]3[C@H:10]([C@H:11]4[C@@:15]([CH2:17][CH2:18]3)([CH3:16])[C@@H:14]([C:23]([CH:25]3[CH2:30][CH2:29][CH2:28][CH2:27][CH2:26]3)=[O:24])[CH2:13][CH2:12]4)[CH2:9][CH2:8][C:7]=2[CH:6]=1)=[O:4].C([O-])([O-])=O.[K+].[K+].O.CO>C(OCC)(=O)C>[CH:25]1([C:23]([C@H:14]2[CH2:13][CH2:12][C@H:11]3[C@H:10]4[C@H:19]([CH2:18][CH2:17][C@:15]23[CH3:16])[C:20]2[CH:21]=[CH:22][C:5]([C:3]([OH:4])=[O:2])=[CH:6][C:7]=2[CH2:8][CH2:9]4)=[O:24])[CH2:30][CH2:29][CH2:28][CH2:27][CH2:26]1 |f:1.2.3|. Procedure: A mixture of methyl-17β-cyclohexylcarbonyl-estra-1,3,5(10)-triene-3-carboxylate (0.14 g, 0.34 mmol), K2CO3 (0.2 g, 1.45 mmol), water (3.0 mL) and methanol (30 mL) was heated at reflux overnight. The reaction mixture was then concentrated. The residue was diluted with water, acidified with dilute HCl and extracted with ethyl acetate. The organic extract was washed with brine, dried, and concentrated. The resulting solid was washed with CH3CN and isolated by filtration from boiling ethyl acetate t...